From a dataset of the Open Reaction Database (ORD), a public repository of structured organic reaction records. describe an organic reaction: reactants, conditions, products, and yield The reactants are C(C)(C)(C)ON=C1C=C(OC2=CC=C(C=C12)OCCCl)C1=CC=2N(C=N1)C=CC2 (6-(2-chloro-ethoxy)-2-pyrrolo[1,2-c]pyrimidin-3-yl-chromen-4-one O-tert-butyl oxime), CC1NCCC1 (2-methylpyrrolidine). Product: Cl.CC1N(CCC1)CCOC=1C=C2C(C=C(OC2=CC1)C1=CC=2N(C=N1)C=CC2)=NO (6-[2-(2-methyl-pyrrolidin-1-yl)-ethoxy]-2-pyrrolo[1,2-c]pyrimidin-3-yl-chromen-4-one oxime, hydrochloride). RXN SMILES: C([O:5][N:6]=[C:7]1[C:16]2[C:11](=[CH:12][CH:13]=[C:14]([O:17][CH2:18][CH2:19][Cl:20])[CH:15]=2)[O:10][C:9]([C:21]2[N:26]=[CH:25][N:24]3[CH:27]=[CH:28][CH:29]=[C:23]3[CH:22]=2)=[CH:8]1)(C)(C)C.[CH3:30][CH:31]1[CH2:35][CH2:34][CH2:33][NH:32]1>>[ClH:20].[CH3:30][CH:31]1[CH2:35][CH2:34][CH2:33][N:32]1[CH2:19][CH2:18][O:17][C:14]1[CH:15]=[C:16]2[C:11](=[CH:12][CH:13]=1)[O:10][C:9]([C:21]1[N:26]=[CH:25][N:24]3[CH:27]=[CH:28][CH:29]=[C:23]3[CH:22]=1)=[CH:8][C:7]2=[N:6][OH:5] |f:2.3|. Procedure details: 6-[2-(2-methyl-pyrrolidin-1-yl)-ethoxy]-2-pyrrolo[1,2-c]pyrimidin-3-yl-chromen-4-one oxime, hydrochloride was prepared in 22% overall yield using the method described in example 87, starting from 6-(2-chloro-ethoxy)-2-pyrrolo[1,2-c]pyrimidin-3-yl-chromen-4-one O-tert-butyl oxime (example 87B) and 2-methylpyrrolidine. Starting materials: C1(CCC1)CN1N=NC2=C1C=CC(=C2)O (1-(cyclobutylmethyl)-1H-benzotriazol-5-ol), [Br-].[Br-].[Br-].[NH+]1=CC=CC=C1.[NH+]1=CC=CC=C1.[NH+]1=CC=CC=C1 (pyridinium tribromide). Solvent: C(Cl)(Cl)Cl (chloroform). The product is BrC1=C(C=CC=2N(N=NC21)CC2CCC2)O (4-bromo-1-(cyclobutylmethyl)-1H-benzotriazol-5-ol). Reaction SMILES: [CH:1]1([CH2:5][N:6]2[C:10]3[CH:11]=[CH:12][C:13]([OH:15])=[CH:14][C:9]=3[N:8]=[N:7]2)[CH2:4][CH2:3][CH2:2]1.[Br-:16].[Br-].[Br-].[NH+]1C=CC=CC=1.[NH+]1C=CC=CC=1.[NH+]1C=CC=CC=1>C(Cl)(Cl)Cl>[Br:16][C:14]1[C:9]2[N:8]=[N:7][N:6]([CH2:5][CH:1]3[CH2:2][CH2:3][CH2:4]3)[C:10]=2[CH:11]=[CH:12][C:13]=1[OH:15] |f:1.2.3.4.5.6|. Procedure details: A solution of 1-(cyclobutylmethyl)-1H-benzotriazol-5-ol (3-4, 280 mg, 1.38 mmol, 1 equiv) and pyridinium tribromide (551 mg, 1.72 mmol, 1.25 equiv) in chloroform (20 mL) was stirred at 23° C. for 4 h. The mixture was concentrated and the residue partitioned between saturated aqueous sodium bicarbonate solution (100 mL) and ethyl acetate (2×50 mL). The combined organic layers were dried over sodium sulfate and concentrated to give 4-bromo-1-(cyclobutylmethyl)-1H-benzotriazol-5-ol (3-5) as an oran... Isolated yield 25.0%. Procedure: This compound was prepared with the same method as described in Example 1 by using 2-bromothiazole-4-carboxylic acid amide (intermediate-2) and acetic acid 2-(6-tert-butyl-1-oxo-1H-phthalazin-2-yl)-6-(4,4,5,5-tetramethyl-[1,3,2]dioxaborolan-2-yl)-benzyl ester (intermediate 4). The desired compound was prepared in two steps (25% yield). 1H NMR (300 MHz, DMSO-d6): δ 8.56 (s, 1H), 8.41 (s, 1H), 8.24 (d, J=8.4 Hz, 1H), 8.05-8.00 (m, 2H), 7.82 (dd, J=1.8, 7.2 Hz, 1H), 7.61-7.58 (m, 2H), 4.54-4.45 (m,... As a reaction SMILES: Br[C:2]1[S:3][CH:4]=[C:5]([C:7]([NH2:9])=[O:8])[N:6]=1.[C:10]([C:14]1[CH:15]=[C:16]2[C:21](=[CH:22][CH:23]=1)[C:20](=[O:24])[N:19]([C:25]1[CH:35]=[CH:34][CH:33]=[C:32](B3OC(C)(C)C(C)(C)O3)[C:26]=1[CH2:27][O:28]C(=O)C)[N:18]=[CH:17]2)([CH3:13])([CH3:12])[CH3:11]>>[C:10]([C:14]1[CH:15]=[C:16]2[C:21](=[CH:22][CH:23]=1)[C:20](=[O:24])[N:19]([C:25]1[C:26]([CH2:27][OH:28])=[C:32]([C:2]3[S:3][CH:4]=[C:5]([C:7]([NH2:9])=[O:8])[N:6]=3)[CH:33]=[CH:34][CH:35]=1)[N:18]=[CH:17]2)([CH3:13])([CH3:11])[CH3:12]. Yields the product C(C)(C)(C)C=1C=C2C=NN(C(C2=CC1)=O)C=1C(=C(C=CC1)C=1SC=C(N1)C(=O)N)CO (2-[3-(6-tert-Butyl-1-oxo-1H-phthalazin-2-yl)-2-hydroxymethyl-phenyl]-thiazole-4-carboxylic acid amide). Reactants: BrC=1SC=C(N1)C(=O)N (2-bromothiazole-4-carboxylic acid amide), C(C)(C)(C)C=1C=C2C=NN(C(C2=CC1)=O)C1=C(COC(C)=O)C(=CC=C1)B1OC(C(O1)(C)C)(C)C (acetic acid 2-(6-tert-butyl-1-oxo-1H-phthalazin-2-yl)-6-(4,4,5,5-tetramethyl-[1,3,2]dioxaborolan-2-yl)-benzyl ester), C(C)(C)(C)C=1C=C2C=NN(C(C2=CC1)=O)C1=C(COC(C)=O)C(=CC=C1)B1OC(C(O1)(C)C)(C)C (acetic acid 2-(6-tert-butyl-1-oxo-1H-phthalazin-2-yl)-6-(4,4,5,5-tetramethyl-[1,3,2]dioxaborolan-2-yl)-benzyl ester).